Dataset: the Open Reaction Database (ORD), a public repository of structured organic reaction records. Task: describe an organic reaction: reactants, conditions, products, and yield Starting materials: C1COCCO1, COC(C(=O)NC(CO)c1ccccc1)c1cccc([N+](=O)[O-])c1, Cl. The product is COC(C(=O)O)c1cccc([N+](=O)[O-])c1. RXN SMILES: [CH2:26]1[O:27][CH2:29][CH2:30][O:28][CH2:31]1.[CH3:1][O:2][CH:3]([C:4](=[O:5])[NH:6][CH:7]([c:8]1[cH:9][cH:10][cH:11][cH:12][cH:13]1)[CH2:14][OH:15])[c:16]1[cH:17][c:18]([N+:22](=[O:23])[O-:24])[cH:19][cH:20][cH:21]1.[ClH:25]>>[CH3:1][O:2][CH:3]([C:4]([OH:5])=[O:28])[c:16]1[cH:17][c:18]([N+:22](=[O:23])[O-:24])[cH:19][cH:20][cH:21]1.